This data is from the Open Reaction Database (ORD), a public repository of structured organic reaction records. The task is: describe an organic reaction: reactants, conditions, products, and yield Starting materials: [OH-].[NH3+]N (hydrazinium hydroxide), C(CCC)OC1=CC(=C(C=C1)Br)F (4-butoxy-2-fluorobromobenzene), FC(C1=C(C=C(C=C1F)B1OC(C(O1)(C)C)(C)C)F)(OC1=CC(=C(C=C1)C1=CC(=C(C(=C1)F)C(F)(F)F)F)F)F (2-{4-[difluoro-(2,3′,5′-trifluoro-4′-trifluoromethylbiphenyl-4-yloxy)methyl]-3,5-difluorophenyl}-4,4,5,5-tetramethyl-1,3,2-dioxaborolane), sodium metaborate octahydrate. Reagents/catalysts: Cl[Pd]([P](C1=CC=CC=C1)(C2=CC=CC=C2)C3=CC=CC=C3)([P](C4=CC=CC=C4)(C5=CC=CC=C5)C6=CC=CC=C6)Cl (bis(triphenylphosphine)palladium(II) chloride). The solvent is C1CCOC1.O (THF water), CC(C)(C)OC (MTBE). The product is FC(OC1=CC=C(C(=C1)F)C1=CC(=C(C(=C1)F)C(F)(F)F)F)(C1=C(C=C(C=C1F)C1=C(C=C(C=C1)OCCCC)F)F)F (4-[difluoro(3,5,2′-trifluoro-4′-butoxybiphenyl-4-yl)methoxy]-6,3′,5′-trifluoro-4′-trifluoromethylbiphenyl). As a reaction SMILES: [CH2:1]([O:5][C:6]1[CH:11]=[CH:10][C:9](Br)=[C:8]([F:13])[CH:7]=1)[CH2:2][CH2:3][CH3:4].FC(F)(O[C:34]1[CH:39]=[CH:38][C:37]([C:40]2[CH:45]=[C:44]([F:46])[C:43]([C:47]([F:50])([F:49])[F:48])=[C:42]([F:51])[CH:41]=2)=[C:36]([F:52])[CH:35]=1)C1C(F)=CC(B2OC(C)(C)C(C)(C)O2)=CC=1F.[OH-:54].[NH3+]N>C1COCC1.O.CC(OC)(C)C.Cl[Pd](Cl)([P](C1C=CC=CC=1)(C1C=CC=CC=1)C1C=CC=CC=1)[P](C1C=CC=CC=1)(C1C=CC=CC=1)C1C=CC=CC=1>[F:49][C:47]([F:48])([C:43]1[C:42]([F:51])=[CH:41][C:40]([C:9]2[CH:10]=[CH:11][C:6]([O:5][CH2:1][CH2:2][CH2:3][CH3:4])=[CH:7][C:8]=2[F:13])=[CH:45][C:44]=1[F:46])[O:54][C:34]1[CH:35]=[C:36]([F:52])[C:37]([C:40]2[CH:41]=[C:42]([F:51])[C:43]([C:47]([F:50])([F:49])[F:48])=[C:44]([F:46])[CH:45]=2)=[CH:38][CH:39]=1 |f:2.3,4.5,^1:71,90|. Procedure details: A mixture of 4.55 g (18.4 mmol) of 4-butoxy-2-fluorobromobenzene, 9.10 g (15.7 mmol) of 2-{4-[difluoro-(2,3′,5′-trifluoro-4′-trifluoromethylbiphenyl-4-yloxy)methyl]-3,5-difluorophenyl}-4,4,5,5-tetramethyl-1,3,2-dioxaborolane, 0.36 g (0.50 mmol) of bis(triphenylphosphine)palladium(II) chloride and 3.35 g (12.0 mmol) of sodium metaborate octahydrate is initially introduced in 60 ml of THF/water=4:1. 0.024 ml (0.5 mmol) of hydrazinium hydroxide is added, and the mixture is refluxed for 19 h. After ... The reactants are CCN=C=NCCCN(C)C.Cl (water soluble carbodiimide), ClC1=C(C(=CC=C1)Cl)C1C(=C(NC(=C1C(=O)OC)CCC=1SC=CN1)CC(=O)O)C(=O)OC (2-[4-(2,6-dichlorophenyl)-3,5-bis(methoxycarbonyl)-6-[2-(1,3-thiazol-2-yl)ethyl]-1,4-dihydro-2-pyridinyl]acetic acid), N1(CCNCC1)CC1(CCCCC1)C#N (1-(1-piperazinylmethyl)cyclohexanecarbonitrile). Run in ClCCl (dichloromethane), ClCCl (dichloromethane). Run at time 8 hour. Product: C(#N)C1(CCCCC1)CN1CCN(CC1)C(CC=1NC(=C(C(C1C(=O)OC)C1=C(C=CC=C1Cl)Cl)C(=O)OC)CCC=1SC=CN1)=O (Dimethyl 2-[2-[4-[(1-cyanocyclohexyl)methyl]-1-piperazinyl]-2-oxoethyl]4-(2,6-dichlorophenyl)-6-[2-(1,3-thiazol-2-yl)ethyl]-1,4-dihydro-3,5-pyridinedicarboxylate). As a reaction SMILES: [Cl:1][C:2]1[CH:7]=[CH:6][CH:5]=[C:4]([Cl:8])[C:3]=1[CH:9]1[C:14]([C:15]([O:17][CH3:18])=[O:16])=[C:13]([CH2:19][CH2:20][C:21]2[S:22][CH:23]=[CH:24][N:25]=2)[NH:12][C:11]([CH2:26][C:27](O)=[O:28])=[C:10]1[C:30]([O:32][CH3:33])=[O:31].CCN=C=NCCCN(C)C.Cl.[N:46]1([CH2:52][C:53]2([C:59]#[N:60])[CH2:58][CH2:57][CH2:56][CH2:55][CH2:54]2)[CH2:51][CH2:50][NH:49][CH2:48][CH2:47]1>ClCCl>[C:59]([C:53]1([CH2:52][N:46]2[CH2:47][CH2:48][N:49]([C:27](=[O:28])[CH2:26][C:11]3[NH:12][C:13]([CH2:19][CH2:20][C:21]4[S:22][CH:23]=[CH:24][N:25]=4)=[C:14]([C:15]([O:17][CH3:18])=[O:16])[CH:9]([C:3]4[C:2]([Cl:1])=[CH:7][CH:6]=[CH:5][C:4]=4[Cl:8])[C:10]=3[C:30]([O:32][CH3:33])=[O:31])[CH2:50][CH2:51]2)[CH2:54][CH2:55][CH2:56][CH2:57][CH2:58]1)#[N:60] |f:1.2|. Reported procedure: To a suspension of 2-[4-(2,6-dichlorophenyl)-3,5-bis(methoxycarbonyl)-6-[2-(1,3-thiazol-2-yl)ethyl]-1,4-dihydro-2-pyridinyl]acetic acid (511 mg/1.0 mmol) in dichloromethane (5 ml) was added water soluble carbodiimide (288 mg/1.5 mmol) followed by 1-(1-piperazinylmethyl)cyclohexanecarbonitrile (311 mg/1.5 mmol) at ambient temperature, and then the resulting solution was stirred overnight. The solution was diluted with dichloromethane (100 ml) and the resulting solution was washed with water (10 m... The reactants are NC1CN(CC1C)CC1=CC=CC=C1 (3-amino-1-benzyl-4-methylpyrrolidine), C(C)(C)(C)OC(=O)O (t-butoxycarboxylic acid). The solvent is CO (methanol). Reaction conditions: time 1 hour. The product is C(C)(C)(C)OC(=O)NC1CN(CC1C)CC1=CC=CC=C1 (3-(t-butoxycarbonylamino)-1-benzyl-4-methylpyrrolidine). Reaction SMILES: [NH2:1][CH:2]1[CH:6]([CH3:7])[CH2:5][N:4]([CH2:8][C:9]2[CH:14]=[CH:13][CH:12]=[CH:11][CH:10]=2)[CH2:3]1.[C:15]([O:19][C:20](O)=[O:21])([CH3:18])([CH3:17])[CH3:16]>CO>[C:15]([O:19][C:20]([NH:1][CH:2]1[CH:6]([CH3:7])[CH2:5][N:4]([CH2:8][C:9]2[CH:14]=[CH:13][CH:12]=[CH:11][CH:10]=2)[CH2:3]1)=[O:21])([CH3:18])([CH3:17])[CH3:16]. Procedure: To a solution of 3-amino-1-benzyl-4-methylpyrrolidine (9.5 g) in methanol (190 ml) is added anhydrous t-butoxycarboxylic acid (13.0 g) at room temperature, and the mixture is stirred for one hour. Methanol is distilled off under reduced pressure, and to the resulting residue is added water. The mixture is extracted with dichloromethane, and the extract is dried over magnesium sulfate and then dichloromethane is distilled off. The residue is purified by silica gel column chromatography (solvent, ... The reactants are ClCCl, C(=NC1CCCCC1)=NC1CCCCC1, CC(=O)c1ccccc1N, O=C(O)Cc1ccccc1. The product is CC(=O)c1ccccc1NC(=O)Cc1ccccc1. As a reaction SMILES: [CH2:36]([Cl:37])[Cl:38].[CH:21]1([N:22]=[C:23]=[N:24][CH:25]2[CH2:26][CH2:27][CH2:28][CH2:29][CH2:30]2)[CH2:31][CH2:32][CH2:33][CH2:34][CH2:35]1.[NH2:1][c:2]1[c:3]([C:8]([CH3:9])=[O:10])[cH:4][cH:5][cH:6][cH:7]1.[OH:11][C:12](=[O:13])[CH2:14][c:15]1[cH:16][cH:17][cH:18][cH:19][cH:20]1>>[NH:1]([c:2]1[c:3]([C:8]([CH3:9])=[O:10])[cH:4][cH:5][cH:6][cH:7]1)[C:12](=[O:11])[CH2:14][c:15]1[cH:16][cH:17][cH:18][cH:19][cH:20]1. Reactants: [OH-].[Na+] (Sodium hydroxide), O (water), OO (hydrogen peroxide), C12CCCC(CCC1)B2 (9-borabicyclo[3.3.1]nonane), solution, [OH-].[Na+] (sodium hydroxide), C(C)(C)(C)OC(N(C)[C@@H](C(CC=C)O)CC1=CC=CC=C1)=O (N-((1R)-1-Benzyl-2-hydroxypent-4-enyl)-N-methylcarbamic acid tert-butylester). Solvent: C(C)O (Ethanol), C1CCOC1 (THF), C1CCOC1 (THF), C1CCOC1 (THF). The product is C(C)(C)(C)OC(N(C)[C@@H](C(CCCO)O)CC1=CC=CC=C1)=O (((1R)-1-benzyl-2,5-dihydroxypentyl)methylcarbamic acid tert-butylester). As a reaction SMILES: [C:1]([O:5][C:6](=[O:22])[N:7]([C@H:9]([CH2:15][C:16]1[CH:21]=[CH:20][CH:19]=[CH:18][CH:17]=1)[CH:10]([OH:14])[CH2:11][CH:12]=[CH2:13])[CH3:8])([CH3:4])([CH3:3])[CH3:2].C12BC(CCC1)CCC2.[OH-:32].[Na+].O.OO>C1COCC1.C(O)C>[C:1]([O:5][C:6](=[O:22])[N:7]([C@H:9]([CH2:15][C:16]1[CH:21]=[CH:20][CH:19]=[CH:18][CH:17]=1)[CH:10]([OH:14])[CH2:11][CH2:12][CH2:13][OH:32])[CH3:8])([CH3:2])([CH3:3])[CH3:4] |f:2.3|. Reported procedure: N-((1R)-1-Benzyl-2-hydroxypent-4-enyl)-N-methylcarbamic acid tert-butylester (3.95 g, 11.60 mmol) was dissolvend in THF (90 mL) and added to a solution of 9-borabicyclo[3.3.1]nonane (46.64 mL of a 0.5M solution in THF, 23.32 mmol) in THF (90 mL). The solution was heated to reflux for 16 h. The mixture was cooled to room temp. Ethanol (22 mL) was added dropwise. 6N Sodium hydroxide solution in water (6.6 mL, 39,44 mmol) and subsequently hydrogen peroxide (35% solution in water) were added slowly.... Reactants: COc1cccc2ccn(C)c12, CN(C)C=O, ClCCCl, O=S(Cl)Cl, O=S(=O)=O. Yields the product COc1cccc2c(S(=O)(=O)Cl)cn(C)c12. RXN SMILES: [CH3:10][O:11][c:12]1[cH:13][cH:14][cH:15][c:16]2[cH:17][cH:18][n:19]([CH3:21])[c:20]12.[CH3:1][N:2]([CH3:3])[CH:4]=[O:5].[Cl:26][CH2:27][CH2:28][Cl:29].[S:22]([Cl:23])([Cl:24])=[O:25].[S:6](=[O:7])(=[O:8])=[O:9]>>[S:6](=[O:7])(=[O:9])([c:17]1[c:16]2[cH:15][cH:14][cH:13][c:12]([O:11][CH3:10])[c:20]2[n:19]([CH3:21])[cH:18]1)[Cl:24]. The reactants are COC(CC1=C(C=CC(=C1)C(F)(F)F)C#CC1=NC(=NC=C1C(F)(F)F)NC1=CC=C(C=C1)C1CCN(CC1)C(=O)OC(C)(C)C)=O (tert-butyl 4-(4-((4-((2-(2-methoxy-2-oxoethyl)-4-(trifluoromethyl)phenyl)ethynyl)-5-(trifluoromethyl)pyrimidin-2-yl)amino)phenyl)piperidine-1-carboxylate), OCC1(O)[C@H](O)[C@H](O)[C@H](O)CO1 (Psi). Reagents/catalysts: [Pd] (Pd/C). Run in CN(C)C=O (DMF). The product is COC(CC1=C(CCC2=NC(=NC=C2C(F)(F)F)NC2=CC=C(C=C2)C2CCN(CC2)C(=O)OC(C)(C)C)C=CC(=C1)C(F)(F)F)=O (tert-Butyl 4-(4-((4-(2-(2-methoxy-2-oxoethyl)-4-(trifluoromethyl)phenethyl)-5-(trifluoromethyl)pyrimidin-2-yl)amino)phenyl)piperidine-1-carboxylate), liquid. Isolated yield 80.0%. RXN SMILES: [CH3:1][O:2][C:3](=[O:47])[CH2:4][C:5]1[CH:10]=[C:9]([C:11]([F:14])([F:13])[F:12])[CH:8]=[CH:7][C:6]=1[C:15]#[C:16][C:17]1[C:22]([C:23]([F:26])([F:25])[F:24])=[CH:21][N:20]=[C:19]([NH:27][C:28]2[CH:33]=[CH:32][C:31]([CH:34]3[CH2:39][CH2:38][N:37]([C:40]([O:42][C:43]([CH3:46])([CH3:45])[CH3:44])=[O:41])[CH2:36][CH2:35]3)=[CH:30][CH:29]=2)[N:18]=1.OCC1(OC[C@@H](O)[C@@H](O)[C@H]1O)O>CN(C=O)C.[Pd]>[CH3:1][O:2][C:3](=[O:47])[CH2:4][C:5]1[CH:10]=[C:9]([C:11]([F:12])([F:13])[F:14])[CH:8]=[CH:7][C:6]=1[CH2:15][CH2:16][C:17]1[C:22]([C:23]([F:25])([F:26])[F:24])=[CH:21][N:20]=[C:19]([NH:27][C:28]2[CH:33]=[CH:32][C:31]([CH:34]3[CH2:39][CH2:38][N:37]([C:40]([O:42][C:43]([CH3:46])([CH3:45])[CH3:44])=[O:41])[CH2:36][CH2:35]3)=[CH:30][CH:29]=2)[N:18]=1. Procedure: A suspension of 10% Pd/C (0.050 g) and tert-butyl 4-(4-((4-((2-(2-methoxy-2-oxoethyl)-4-(trifluoromethyl)phenyl)ethynyl)-5-(trifluoromethyl)pyrimidin-2-yl)amino)phenyl)piperidine-1-carboxylate (A106) (0.196 g, 0.295 mmol) in DMF (20 mL) was stirred under a hydrogen atmosphere at 50 Psi pressure for 24 hours. The resulting mixture was filtered through Celite, washing with MeOH (2×50 mL). The filtrate was adsorbed onto silica gel then purified by column chromatography (Biotage Isolera, SiO2 cartri...